This data is from the Open Reaction Database (ORD), a public repository of structured organic reaction records. The task is: describe an organic reaction: reactants, conditions, products, and yield Reaction SMILES: [OH-].[K+].[Br:3][C:4]1[CH:9]=[C:8]([OH:10])[C:7]([Br:11])=[CH:6][C:5]=1[OH:12].Br[CH2:14][CH2:15][CH2:16][CH2:17][CH2:18][CH3:19]>CS(C)=O>[Br:3][C:4]1[CH:9]=[C:8]([O:10][CH2:14][CH2:15][CH2:16][CH2:17][CH2:18][CH3:19])[C:7]([Br:11])=[CH:6][C:5]=1[O:12][CH2:8][CH2:9][CH2:4][CH2:5][CH2:6][CH3:7] |f:0.1|. Reactants: BrC1=C(C=C(C(=C1)O)Br)O (2,5-dibromo-1,4-dihydroxybenzene), BrCCCCCC (1-bromohexane), [OH-].[K+] (KOH). Reaction conditions: time 1 hour. The solvent is CS(=O)C (DMSO). Procedure details: A suspension of KOH powder (10.47 g, 186.6 mmol) in dried DMSO (360 mL) was degassed under vigorous stirring for 1 h. 2,5-dibromo-1,4-dihydroxybenzene (5 g, 18.66 mol) and 1-bromohexane (5.8 mL, 41.06 mmol) were added and stirred for 12 h. The solution was concentrated and precipitated in water, filtered, washed with methanol. The product was recrystallized in ethanol, dried in vacuo (4.518 g, 55.5%). 1H NMR(300 MHz, CDCl3): δ 7.08 (s, 2H), 3.95 (t, 4H), 1.8 (m, 4H), 1.49 (m, 4H). 1.37 (m, 8H), ... The product is BrC1=C(C=C(C(=C1)OCCCCCC)Br)OCCCCCC (2,5-dibromo-1,4-dihexyloxybenzene). Reactants: COC(=O)CCC(CO[Si](C)(C)C(C)(C)C)N(C)C(=O)NCc1cccc(F)c1F, CO, Cl. As a reaction SMILES: [C:1]([Si:2]([CH3:3])([CH3:4])[O:5][CH2:7][CH:8]([CH2:9][CH2:10][C:11](=[O:12])[O:13][CH3:14])[N:15]([C:16](=[O:17])[NH:18][CH2:19][c:20]1[c:21]([F:27])[c:22]([F:26])[cH:23][cH:24][cH:25]1)[CH3:28])([CH3:6])([CH3:29])[CH3:30].[CH3:32][OH:33].[ClH:31]>>[CH3:7][CH:8]([CH2:9][CH2:10][C:11](=[O:12])[O:13][CH3:14])[N:15]([C:16](=[O:17])[NH:18][CH2:19][c:20]1[c:21]([F:27])[c:22]([F:26])[cH:23][cH:24][cH:25]1)[CH3:28]. Yields the product COC(=O)CCC(C)N(C)C(=O)NCc1cccc(F)c1F. Starting materials: C1CCOC1, CCOC(=O)C1(CO)CCCC1, [H-], CI, [Na+]. Yields the product CCOC(=O)C1(COC)CCCC1. As a reaction SMILES: [CH2:17]1[O:18][CH2:19][CH2:20][CH2:21]1.[CH2:3]([CH3:4])[O:5][C:6](=[O:7])[C:8]1([CH2:13][OH:14])[CH2:9][CH2:10][CH2:11][CH2:12]1.[H-:1].[I:15][CH3:16].[Na+:2]>>[CH2:3]([CH3:4])[O:5][C:6](=[O:7])[C:8]1([CH2:13][O:14][CH3:16])[CH2:9][CH2:10][CH2:11][CH2:12]1. Conditions: time 3 day. The product is C(#N)C1=C([N-]C(=C([C@H]1C=1C=C2C(=NNC2=CC1)C)C#N)C(F)(F)F)C.[Na+] (Sodium (4S)-3,5-dicyano-2-methyl-4-(3-methyl-1H-indazol-5-yl)-6-(trifluoromethyl)-4H-pyridin-1-ide). Solvent: C1CCOC1 (THF). Procedure details: To a suspension of 200 mg (0.583 mmol) (4S)-2-methyl-4-(3-methyl-1H-indazol-5-yl)-6-(trifluoromethyl)-1,4-dihydropyridine-3,5-dicarbonitrile (Example 6) in THF (6 ml) under argon atmosphere was added 612 μl (0.612 mmol) 1 N aqueous sodium hydroxide solution, and the mixture was stirred under a weak argon stream for 3 days at room temperature. The product was crystallized by stirring the resulting solid in water under a slight argon stream for another 3 days to dryness, yielding 212 mg (100% of t... Reaction SMILES: [CH3:1][C:2]1[NH:3][C:4]([C:22]([F:25])([F:24])[F:23])=[C:5]([C:20]#[N:21])[C@@H:6]([C:10]2[CH:11]=[C:12]3[C:16](=[CH:17][CH:18]=2)[NH:15][N:14]=[C:13]3[CH3:19])[C:7]=1[C:8]#[N:9].[OH-].[Na+:27]>C1COCC1>[C:8]([C:7]1[C@H:6]([C:10]2[CH:11]=[C:12]3[C:16](=[CH:17][CH:18]=2)[NH:15][N:14]=[C:13]3[CH3:19])[C:5]([C:20]#[N:21])=[C:4]([C:22]([F:23])([F:25])[F:24])[N-:3][C:2]=1[CH3:1])#[N:9].[Na+:27] |f:1.2,4.5|. Reactants: CC=1NC(=C([C@H](C1C#N)C=1C=C2C(=NNC2=CC1)C)C#N)C(F)(F)F ((4S)-2-methyl-4-(3-methyl-1H-indazol-5-yl)-6-(trifluoromethyl)-1,4-dihydropyridine-3,5-dicarbonitrile), [OH-].[Na+] (sodium hydroxide). The reactants are C(C)(C)(C)OC(=O)N1C[C@](CC1)(C(=O)O)F ((3R)-1-(tert-butoxycarbonyl)-3-fluoropyrrolidine-3-carboxylic acid), [OH-].[Li+] (lithium hydroxide), O1CCCC1 (tetrahydrofuran). The solvent is O (water), CO (methanol). Run at temperature 45 celsius, time 18 hour. Yields the product C(C)(C)(C)OC(=O)N1C[C@](CC1)(C(=O)[O-])F.[Li+] (lithium (3R)-1-(tert-butoxycarbonyl)-3-fluoropyrrolidine-3-carboxylate). Isolated yield 101.5%. RXN SMILES: [C:1]([O:5][C:6]([N:8]1[CH2:12][CH2:11][C@:10]([F:16])([C:13]([OH:15])=[O:14])[CH2:9]1)=[O:7])([CH3:4])([CH3:3])[CH3:2].[OH-].[Li+:18].O1CCCC1>CO.O>[C:1]([O:5][C:6]([N:8]1[CH2:12][CH2:11][C@:10]([F:16])([C:13]([O-:15])=[O:14])[CH2:9]1)=[O:7])([CH3:4])([CH3:2])[CH3:3].[Li+:18] |f:1.2,6.7|. Procedure: To a solution of #168 (50 mg, 0.21 mmol, 1 eq.) in methanol (0.2 mL) was added a solution of lithium hydroxide (9.2 mg, 0.38 mmol, 1.8 eq.) dissolved in water (0.1 mL). Next, tetrahydrofuran (0.3 mL) was added and the reaction was stirred at 45° C. for 18 hours. The reaction was concentrated in vacuo and the material was azeotroped (3×) with toluene (2 mL) to obtain #170 (51 mg, 100%) as a white solid which was used in the next step without further purification. Reactants: CS(=O)(=O)Cl, ClCCl, CC(C)CCn1c(Cn2c(=O)n(C(C)C)c3ccccc32)nc2cc(CO)ccc21. The product is CC(C)CCn1c(Cn2c(=O)n(C(C)C)c3ccccc32)nc2cc(COS(C)(=O)=O)ccc21. As a reaction SMILES: [CH3:31][S:32]([Cl:33])(=[O:34])=[O:35].[Cl:36][CH2:37][Cl:38].[OH:1][CH2:2][c:3]1[cH:4][c:5]2[c:6]([n:7]([CH2:24][CH2:25][CH:26]([CH3:27])[CH3:28])[c:8]([CH2:10][n:11]3[c:12](=[O:23])[n:13]([CH:20]([CH3:21])[CH3:22])[c:14]4[c:15]3[cH:16][cH:17][cH:18][cH:19]4)[n:9]2)[cH:29][cH:30]1>>[O:1]([CH2:2][c:3]1[cH:4][c:5]2[c:6]([n:7]([CH2:24][CH2:25][CH:26]([CH3:27])[CH3:28])[c:8]([CH2:10][n:11]3[c:12](=[O:23])[n:13]([CH:20]([CH3:21])[CH3:22])[c:14]4[c:15]3[cH:16][cH:17][cH:18][cH:19]4)[n:9]2)[cH:29][cH:30]1)[S:32]([CH3:31])(=[O:34])=[O:35]. The reactants are P(OCC1=CC=CC=C1)(OCC1=CC=CC=C1)(=O)Cl (Dibenzyl phosphorochloridate), C(C1=CC=CC=C1)OC1=C(C=C(C(=C1)OCOCC)C(C)C)C1=NN(C(N1C=1C=C2C=CN(C2=CC1)C)=O)C(=O)OCC1=CC=CC=C1 (benzyl 3-(2-(benzyloxy)-4-(ethoxymethoxy)-5-isopropylphenyl)-4-(1-methyl-1H-indol-5-yl)-5-oxo-4,5-dihydro-1H-1,2,4-triazole-1-carboxylate), C([O-])([O-])=O.[K+].[K+] (potassium carbonate). The solvent is CC(=O)C (acetone). Run at time 8 hour. The product is P(=O)(OC1=C(C=C(C(=C1)O)C1=NNC(N1C=1C=C2C=CN(C2=CC1)C)=O)C(C)C)(O)O (5-hydroxy-2-isopropyl-4-(4-(1-methyl-1H-indol-5-yl)-5-oxo-4,5-dihydro-1H-1,2,4-triazol-3-yl)phenyl dihydrogen phosphate). As a reaction SMILES: [P:1](Cl)(=[O:18])([O:10]CC1C=CC=CC=1)[O:2]CC1C=CC=CC=1.C([O:27][C:28]1[CH:33]=[C:32]([O:34]COCC)[C:31]([CH:39]([CH3:41])[CH3:40])=[CH:30][C:29]=1[C:42]1[N:46]([C:47]2[CH:48]=[C:49]3[C:53](=[CH:54][CH:55]=2)[N:52]([CH3:56])[CH:51]=[CH:50]3)[C:45](=[O:57])[N:44](C(OCC2C=CC=CC=2)=O)[N:43]=1)C1C=CC=CC=1.C(=O)([O-])[O-].[K+].[K+]>CC(C)=O>[P:1]([OH:18])([OH:10])([O:34][C:32]1[CH:33]=[C:28]([OH:27])[C:29]([C:42]2[N:46]([C:47]3[CH:48]=[C:49]4[C:53](=[CH:54][CH:55]=3)[N:52]([CH3:56])[CH:51]=[CH:50]4)[C:45](=[O:57])[NH:44][N:43]=2)=[CH:30][C:31]=1[CH:39]([CH3:41])[CH3:40])=[O:2] |f:2.3.4|. Procedure: Dibenzyl phosphorochloridate was added to the solution of benzyl 3-(2-(benzyloxy)-4-(ethoxymethoxy)-5-isopropylphenyl)-4-(1-methyl-1H-indol-5-yl)-5-oxo-4,5-dihydro-1H-1,2,4-triazole-1-carboxylate and potassium carbonate in acetone. The reaction mixture was stirred at room temperature overnight. After removal of solvent, the reaction mixture was purified by column chromatography to produce pale yellow oil, which was hydrogenated to give the desired. Reactants: C(OC)(OC)OC (trimethyl orthoformate), C(=O)(OC(C)(C)C)N1[C@H](C=O)CCC1 (N-Boc-L-prolinal), C(C)(=O)O (acetic acid), C(#N)[BH3-].[Na+] (sodium cyanoborohydride), N1C(=NC=C1)CNCC1=C(C(=O)NCCCCN(CCC)CCC)C=CC=C1 ([N-(1H-imidazol-2-ylmethyl)amino]methyl-N-(4-dipropylaminobutyl)benzamide). The solvent is CO (methanol). Conditions: time 10 minute. The product is C(CC)N(CCCCNC(C1=CC=C(C=C1)CN(C[C@H]1NCCC1)CC=1NC=CN1)=O)CCC (N-(4-dipropylaminobutyl)-4-{[(1H-imidazol-2-ylmethyl)-((2S)-pyrrolidin-2-ylmethyl)-amino]-methyl}-benzamide). As a reaction SMILES: [NH:1]1[CH:5]=[CH:4][N:3]=[C:2]1[CH2:6][NH:7][CH2:8][C:9]1[CH:28]=[CH:27][CH:26]=[CH:25][C:10]=1C(NCCCCN(CCC)CCC)=O.C([O:34][CH3:35])(OC)OC.C([N:43]1[CH2:49][CH2:48][CH2:47][C@H:44]1[CH:45]=O)(OC(C)(C)C)=O.[C:50]([BH3-])#[N:51].[Na+].[C:54](O)(=O)[CH3:55]>CO>[CH2:26]([N:51]([CH2:50][CH2:54][CH3:55])[CH2:25][CH2:10][CH2:9][CH2:8][NH:7][C:35](=[O:34])[C:26]1[CH:25]=[CH:10][C:9]([CH2:8][N:7]([CH2:6][C:2]2[NH:1][CH:5]=[CH:4][N:3]=2)[CH2:45][C@@H:44]2[CH2:47][CH2:48][CH2:49][NH:43]2)=[CH:28][CH:27]=1)[CH2:27][CH3:28] |f:3.4|. Reported procedure: The compound (53.8 mg) obtained in Example 1-4 was dissolved in methanol (0.8 ml). Then, the solution was added with trimethyl orthoformate (50 μl), acetic acid (50 μl), N-Boc-L-prolinal (manufactured by Aldrich Corporation) (25.7 mg) and stirred at room temperature for 10 minutes. Subsequently, sodium cyanoborohydride (24.4 mg) was added, followed by stirring overnight at room temperature. The solvent was distilled off under reduced pressure and the residue was then dissolved in chloroform, fol... Reactants: CC1(CNC(C2=CC(=C(C=C12)[N+](=O)[O-])N)=O)C (4,4-dimethyl-6-nitro-7-amino-1,2,3,4-tetrahydroisoquinolin-1-one). The reagents and catalysts are [Pd] (palladium on charcoal). The solvent is CO (methanol). Run at time 1 hour. Product: CC1(CNC(C=2C=C3C(=CC12)NC(=N3)C3=CC=NC=C3)=O)C (8,8-Dimethyl-2-(4-pyridyl)-5,6,7,8-tetrahydro-lH-imidazo[4,5-g]isoquinolin-5-one). Reaction SMILES: [CH3:1][C:2]1([CH3:17])[C:11]2[C:6](=[CH:7][C:8]([NH2:15])=[C:9]([N+:12]([O-])=O)[CH:10]=2)[C:5](=[O:16])[NH:4][CH2:3]1>[Pd].CO>[CH3:1][C:2]1([CH3:17])[C:11]2[CH:10]=[C:9]3[NH:12][C:10]([C:11]4[CH:6]=[CH:5][N:4]=[CH:3][CH:2]=4)=[N:15][C:8]3=[CH:7][C:6]=2[C:5](=[O:16])[NH:4][CH2:3]1. Procedure details: 5 g. (20.4 mmole) 4,4-dimethyl-6-nitro-7-amino-1,2,3,4-tetrahydroisoquinolin-1-one were hydrogenated in 120 ml. methanol in the presence of 0.5 g. 10% palladium on charcoal. After separating off the catalyst, the evaporation residue (4.3 g.) was acylated in 150 ml. methylene chloride and 8.4 ml. triethylamine with 5.4 g. isonicotinic acid chloride hydrochloride. After 1 hour, the evaporation residue is worked up with water and filtered off with suction. The moist residue was subsequently boiled ... Starting materials: ClC1=C(C(=CC=C1)Cl)NC1=NC=2C=C(C3=C(N=C(O3)C)C2N1)C(=O)O (7-[(2,6-dichlorophenyl)amino]-2-methyl-8H-imidazo[4,5-e][1,3]benzoxazole-4-carboxylic acid), [H-].[Na+] (NaH), C(C(=O)Cl)(=O)Cl (oxalyl chloride), FC(C1=C(C=CC=C1)CN)(F)F (1-[2-(trifluoromethyl)phenyl]methanamine). Solvent: C1CCOC1 (THF). The product is ClC1=C(C(=CC=C1)Cl)NC1=NC=2C=C(C3=C(N=C(O3)C)C2N1)C(=O)NCC1=C(C=CC=C1)C(F)(F)F (7-[(2,6-Dichlorophenyl)amino]-2-methyl-N-[2-(trifluoromethyl)benzyl]-8H-imidazo[4,5-e][1,3]benzoxazole-4-carboxamide). Isolated yield 38.3%. As a reaction SMILES: [Cl:1][C:2]1[CH:7]=[CH:6][CH:5]=[C:4]([Cl:8])[C:3]=1[NH:9][C:10]1[NH:22][C:21]2[C:16]3[N:17]=[C:18]([CH3:20])[O:19][C:15]=3[C:14]([C:23](O)=[O:24])=[CH:13][C:12]=2[N:11]=1.C(Cl)(=O)C(Cl)=O.[F:32][C:33]([F:43])([F:42])[C:34]1[CH:39]=[CH:38][CH:37]=[CH:36][C:35]=1[CH2:40][NH2:41].[H-].[Na+]>C1COCC1>[Cl:1][C:2]1[CH:7]=[CH:6][CH:5]=[C:4]([Cl:8])[C:3]=1[NH:9][C:10]1[NH:22][C:21]2[C:16]3[N:17]=[C:18]([CH3:20])[O:19][C:15]=3[C:14]([C:23]([NH:41][CH2:40][C:35]3[CH:36]=[CH:37][CH:38]=[CH:39][C:34]=3[C:33]([F:32])([F:42])[F:43])=[O:24])=[CH:13][C:12]=2[N:11]=1 |f:3.4|. Procedure: The title compound was prepared following the procedure described for Example-177 using 7-[(2,6-dichlorophenyl)amino]-2-methyl-8H-imidazo[4,5-e][1,3]benzoxazole-4-carboxylic acid (Intermediate-55, 0.050 g, 0.132 mmol), oxalyl chloride (0.1 mL), 1-[2-(trifluoromethyl)phenyl]methanamine (0.046 g, 0.262 mmol), THF (5.0 mL) and 60% NaH (0.021 g, 0.525 mmol). The obtained crude product was purified by column chromatography on neutral alumina eluting with 1.5-2.0% MeOH:DCM to afford 0.027 g of the des...